This data is from the Open Reaction Database (ORD), a public repository of structured organic reaction records. The task is: describe an organic reaction: reactants, conditions, products, and yield Starting materials: CC(=O)N(c1ccc(Cl)cc1)C1CC(C)N(C(=O)c2ccc(OCCC(C)(C)C(=O)O)cc2)c2ccccc21, CCO. Product: CC(=O)N(c1ccccc1)C1CC(C)N(C(=O)c2ccc(OCCC(C)(C)C(=O)O)cc2)c2ccccc21. RXN SMILES: [C:1]([CH3:2])(=[O:3])[N:4]([CH:5]1[CH2:6][CH:7]([CH3:32])[N:8]([C:15](=[O:16])[c:17]2[cH:18][cH:19][c:20]([O:21][CH2:22][CH2:23][C:24]([C:25](=[O:26])[OH:27])([CH3:28])[CH3:29])[cH:30][cH:31]2)[c:9]2[cH:10][cH:11][cH:12][cH:13][c:14]21)[c:33]1[cH:34][cH:35][c:36]([Cl:39])[cH:37][cH:38]1.[CH3:40][CH2:41][OH:42]>>[C:1]([CH3:2])(=[O:3])[N:4]([CH:5]1[CH2:6][CH:7]([CH3:32])[N:8]([C:15](=[O:16])[c:17]2[cH:18][cH:19][c:20]([O:21][CH2:22][CH2:23][C:24]([C:25](=[O:26])[OH:27])([CH3:28])[CH3:29])[cH:30][cH:31]2)[c:9]2[cH:10][cH:11][cH:12][cH:13][c:14]21)[c:33]1[cH:34][cH:35][cH:36][cH:37][cH:38]1. Starting materials: CS(C)=O, CCN(C(C)C)C(C)C, O, c1ccc(-c2nsc(N3CCNCC3)n2)cc1, O=C(Nc1ncccn1)OCC(Cl)(Cl)Cl. The product is O=C(Nc1ncccn1)N1CCN(c2nc(-c3ccccc3)ns2)CC1. As a reaction SMILES: [CH3:42][S:43]([CH3:44])=[O:45].[CH:33]([N:34]([CH:35]([CH3:36])[CH3:37])[CH2:38][CH3:39])([CH3:40])[CH3:41].[OH2:46].[c:16]1(-[c:22]2[n:23][s:24][c:25]([N:27]3[CH2:28][CH2:29][NH:30][CH2:31][CH2:32]3)[n:26]2)[cH:17][cH:18][cH:19][cH:20][cH:21]1.[n:1]1[c:2]([NH:7][C:8]([O:9][CH2:10][C:11]([Cl:12])([Cl:13])[Cl:14])=[O:15])[n:3][cH:4][cH:5][cH:6]1>>[n:1]1[c:2]([NH:7][C:8](=[O:15])[N:30]2[CH2:29][CH2:28][N:27]([c:25]3[s:24][n:23][c:22](-[c:16]4[cH:17][cH:18][cH:19][cH:20][cH:21]4)[n:26]3)[CH2:32][CH2:31]2)[n:3][cH:4][cH:5][cH:6]1. The reactants are [BH4-], COc1cc(C=O)ccn1, Cc1ccccc1, Nc1ccccc1C(=O)O, [Na+], Cc1ccc(S(=O)(=O)O)cc1. The product is COc1cc(CNc2ccccc2C(=O)O)ccn1. RXN SMILES: [BH4-:32].[CH3:11][O:12][c:13]1[n:14][cH:15][cH:16][c:17]([CH:19]=[O:20])[cH:18]1.[CH3:34][c:35]1[cH:36][cH:37][cH:38][cH:39][cH:40]1.[NH2:1][c:2]1[cH:3][cH:4][cH:5][cH:6][c:7]1[C:8]([OH:9])=[O:10].[Na+:33].[c:21]1([CH3:22])[cH:23][cH:24][c:25]([S:26]([OH:27])(=[O:28])=[O:29])[cH:30][cH:31]1>>[NH:1]([c:2]1[cH:3][cH:4][cH:5][cH:6][c:7]1[C:8]([OH:9])=[O:10])[CH2:19][c:17]1[cH:16][cH:15][n:14][c:13]([O:12][CH3:11])[cH:18]1.